This data is from the Open Reaction Database (ORD), a public repository of structured organic reaction records. The task is: describe an organic reaction: reactants, conditions, products, and yield The reactants are CCN(C(C)C)C(C)C, [Cl-], O=C(Cl)Oc1ccc([N+](=O)[O-])cc1, O=C(Nc1ccc(Cl)cc1)C1CCC[NH2+]1, ClCCl, Nc1ccc(N2CCOCC2=O)cc1, c1ccncc1. Yields the product O=C(Nc1ccc(Cl)cc1)C1CCCN1C(=O)Nc1ccc(N2CCOCC2=O)cc1. Reaction SMILES: [CH2:50]([N:51]([CH:52]([CH3:53])[CH3:54])[CH:55]([CH3:56])[CH3:57])[CH3:58].[Cl-:34].[Cl:1][C:2](=[O:3])[O:4][c:5]1[cH:6][cH:7][c:8]([N+:9]([O-:10])=[O:11])[cH:12][cH:13]1.[Cl:35][c:36]1[cH:37][cH:38][c:39]([NH:42][C:43](=[O:44])[CH:45]2[NH2+:46][CH2:47][CH2:48][CH2:49]2)[cH:40][cH:41]1.[Cl:59][CH2:60][Cl:61].[NH2:20][c:21]1[cH:22][cH:23][c:24]([N:27]2[C:28](=[O:33])[CH2:29][O:30][CH2:31][CH2:32]2)[cH:25][cH:26]1.[cH:14]1[cH:15][cH:16][n:17][cH:18][cH:19]1>>[C:2](=[O:3])([NH:20][c:21]1[cH:22][cH:23][c:24]([N:27]2[C:28](=[O:33])[CH2:29][O:30][CH2:31][CH2:32]2)[cH:25][cH:26]1)[N:46]1[CH:45]([C:43]([NH:42][c:39]2[cH:38][cH:37][c:36]([Cl:35])[cH:41][cH:40]2)=[O:44])[CH2:49][CH2:48][CH2:47]1.